From a dataset of the Open Reaction Database (ORD), a public repository of structured organic reaction records. describe an organic reaction: reactants, conditions, products, and yield Reactants: C(C(=O)Cl)(=O)Cl (oxalyl chloride), ClC=1C=C2C(CCOC2=CC1OC1=CC=C(C(=O)O)C=C1)C(=O)OCC (4-(6-Chloro-4-(ethoxycarbonyl)chroman-7-yloxy)benzoic acid), FC(C1=CC2=C(N=C(S2)N)C=C1)(F)F (6-(Trifluoromethyl)benzo[d]thiazol-2-amine), C(C)(C)N(CC)C(C)C (diisopropyl ethylamine), methyl ester. Reagents/catalysts: CN(C=O)C (dimethylformamide). The solvent is ClCCl (dichloromethane), CO (methanol), ClCCl (dichloromethane). Reaction conditions: time 30 minute. Yields the product ClC=1C=C2C(CCOC2=CC1OC1=CC=C(C=C1)C(NC=1SC2=C(N1)C=CC(=C2)C(F)(F)F)=O)C(=O)OCC (ethyl 6-chloro-7-(4-(6-(trifluoromethyl)benzo[d]thiazol-2-ylcarbamoyl)phenoxy)chroman-4-carboxylate). The yield is 32.7%. As a reaction SMILES: [Cl:1][C:2]1[CH:3]=[C:4]2[C:9](=[CH:10][C:11]=1[O:12][C:13]1[CH:21]=[CH:20][C:16]([C:17]([OH:19])=O)=[CH:15][CH:14]=1)[O:8][CH2:7][CH2:6][CH:5]2[C:22]([O:24][CH2:25][CH3:26])=[O:23].C(Cl)(=O)C(Cl)=O.[F:33][C:34]([F:46])([F:45])[C:35]1[CH:44]=[CH:43][C:38]2[N:39]=[C:40]([NH2:42])[S:41][C:37]=2[CH:36]=1.C(N(C(C)C)CC)(C)C>ClCCl.CN(C)C=O.CO>[Cl:1][C:2]1[CH:3]=[C:4]2[C:9](=[CH:10][C:11]=1[O:12][C:13]1[CH:21]=[CH:20][C:16]([C:17](=[O:19])[NH:42][C:40]3[S:41][C:37]4[CH:36]=[C:35]([C:34]([F:46])([F:33])[F:45])[CH:44]=[CH:43][C:38]=4[N:39]=3)=[CH:15][CH:14]=1)[O:8][CH2:7][CH2:6][CH:5]2[C:22]([O:24][CH2:25][CH3:26])=[O:23]. Procedure details: 4-(6-Chloro-4-(ethoxycarbonyl)chroman-7-yloxy)benzoic acid (Preparation B; 100 mg, 0.265 mmol) was diluted with dichloromethane (5 mL) followed by the addition of oxalyl chloride in dichloromethane (2M) (146 μL, 0.292 mmol) and dimethylformamide (1 drop). After stirring for 30 minutes a small aliquot was diluted with methanol for 5 minutes. Thin layer chromatography of this aliquot showed complete conversion to methyl ester. 6-(Trifluoromethyl)benzo[d]thiazol-2-amine (63.7 mg, 0.292 mmol) and di...